describe an organic reaction: reactants, conditions, products, and yield From a dataset of the Open Reaction Database (ORD), a public repository of structured organic reaction records. Starting materials: CC(=O)O[BH-](OC(C)=O)OC(C)=O, CC(=O)O, Cc1ccc(NC(=O)C(C)C)cc1C1CCNCC1, ClCCCl, O=Cc1ccc(Oc2ccc(F)c(F)c2)cc1, [Na+]. The product is Cc1ccc(NC(=O)C(C)C)cc1C1CCN(Cc2ccc(Oc3ccc(F)c(F)c3)cc2)CC1. RXN SMILES: [C:37]([O:38][BH-:39]([O:40][C:41](=[O:42])[CH3:43])[O:44][C:45](=[O:46])[CH3:47])(=[O:48])[CH3:49].[C:51]([OH:52])(=[O:53])[CH3:54].[CH3:18][CH:19]([C:20](=[O:21])[NH:22][c:23]1[cH:24][c:25]([CH:30]2[CH2:31][CH2:32][NH:33][CH2:34][CH2:35]2)[c:26]([CH3:29])[cH:27][cH:28]1)[CH3:36].[Cl:55][CH2:56][CH2:57][Cl:58].[F:1][c:2]1[cH:3][c:4]([O:5][c:6]2[cH:7][cH:8][c:9]([CH:10]=[O:11])[cH:12][cH:13]2)[cH:14][cH:15][c:16]1[F:17].[Na+:50]>>[F:1][c:2]1[cH:3][c:4]([O:5][c:6]2[cH:7][cH:8][c:9]([CH2:10][N:33]3[CH2:32][CH2:31][CH:30]([c:25]4[cH:24][c:23]([NH:22][C:20]([CH:19]([CH3:18])[CH3:36])=[O:21])[cH:28][cH:27][c:26]4[CH3:29])[CH2:35][CH2:34]3)[cH:12][cH:13]2)[cH:14][cH:15][c:16]1[F:17]. The reactants are CS(C)=O, ClCCl, O=C(Cl)C(=O)Cl, O, O=C(OCc1ccccc1)N1CCC(CO)C1. Product: O=CC1CCN(C(=O)OCc2ccccc2)C1. Reaction SMILES: [CH3:1][S:2]([CH3:3])=[O:4].[Cl:29][CH2:30][Cl:31].[Cl:5][C:6]([C:7]([Cl:8])=[O:9])=[O:10].[OH2:28].[OH:11][CH2:12][CH:13]1[CH2:14][N:15]([C:18](=[O:19])[O:20][CH2:21][c:22]2[cH:23][cH:24][cH:25][cH:26][cH:27]2)[CH2:16][CH2:17]1>>[O:11]=[CH:12][CH:13]1[CH2:14][N:15]([C:18](=[O:19])[O:20][CH2:21][c:22]2[cH:23][cH:24][cH:25][cH:26][cH:27]2)[CH2:16][CH2:17]1. Starting materials: COC=1C=C2CCC(C(C2=CC1)C(C1=CC=C(C=C1)OC)=O)=O (3,4-dihydro-6-methoxy-1-(4-methoxybenzoyl)-2(1H)-naphthalenone), P(=O)(OC1=CC=CC=C1)(OC1=CC=CC=C1)Cl (diphenyl chlorophosphate), [H-].[Na+] (Sodium hydride), [H][H] (hydrogen), ice, COC=1C=C(C=CC1)[Mg]Br (3-methoxyphenyl magnesium bromide), solution, [NH4+].[Cl-] (NH4Cl). Solvent: C1CCOC1 (THF), CCOC(=O)C (EtOAc), C1CCOC1 (THF), C1(=CC=CC=C1)C (Toluene), C1CCOC1 (THF). Run at temperature 5 celsius, time 2 hour. The product is COC=1C=C2CCC(=C(C2=CC1)C(=O)C1=CC=C(C=C1)OC)C1=CC(=CC=C1)OC ([3,4-Dihydro-6-methoxy-2-(3-methoxyphenyl)-1-naphthalenyl](4-methoxyphenyl)methanone). RXN SMILES: [H-].[Na+].[CH3:3][O:4][C:5]1[CH:6]=[C:7]2[C:12](=[CH:13][CH:14]=1)[CH:11]([C:15](=[O:24])[C:16]1[CH:21]=[CH:20][C:19]([O:22][CH3:23])=[CH:18][CH:17]=1)[C:10](=O)[CH2:9][CH2:8]2.P(Cl)(OC1C=CC=CC=1)(OC1C=CC=CC=1)=O.[H][H].[CH3:45][O:46][C:47]1[CH:48]=[C:49]([Mg]Br)[CH:50]=[CH:51][CH:52]=1.[NH4+].[Cl-]>C1COCC1.CCOC(C)=O.C1(C)C=CC=CC=1>[CH3:3][O:4][C:5]1[CH:6]=[C:7]2[C:12](=[CH:13][CH:14]=1)[C:11]([C:15]([C:16]1[CH:21]=[CH:20][C:19]([O:22][CH3:23])=[CH:18][CH:17]=1)=[O:24])=[C:10]([C:51]1[CH:50]=[CH:49][CH:48]=[C:47]([O:46][CH3:45])[CH:52]=1)[CH2:9][CH2:8]2 |f:0.1,6.7|. Reported procedure: Sodium hydride (60% in mineral oil, 5.4 g, 0.135 mol) was suspended in anhydrous THF (80 mL) under a nitrogen atmosphere and the mixture was cooled to 5° C. in an ice bath. A solution containing 3,4-dihydro-6-methoxy-1-(4-methoxybenzoyl)-2(1H)-naphthalenone (38.0 g, 0.122 mol) and diphenyl chlorophosphate (36.3 g, 28.0 mL, 0.135 mol) in THF (150 mL) was added at a rate so that the temperature of the reaction mixture remained below 10° C. Following the initially rapid evolution of hydrogen gas, t... Reactants: BrC1=C(OC2=NC=CC(=N2)C(F)(F)F)C=CC=C1 (2-(2-bromophenoxy)-4-(trifluoromethyl)pyrimidine), FC1=C(C=CC(=C1)B1OC(C(O1)(C)C)(C)C)C=1C=NC(=NC1)N (5-(2-fluoro-4-(4,4,5,5-tetramethyl-1,3,2-dioxaborolan-2-yl)phenyl)pyrimidin-2-amine). The product is FC=1C=C(C=CC1C=1C=NC(=NC1)N)C1=C(C=CC=C1)OC1=NC=CC(=N1)C(F)(F)F (5-(3-Fluoro-2′-{[4-(trifluoromethyl)pyrimidin-2-yl]oxy}biphenyl-4-yl)pyrimidin-2-amine). As a reaction SMILES: Br[C:2]1[CH:18]=[CH:17][CH:16]=[CH:15][C:3]=1[O:4][C:5]1[N:10]=[C:9]([C:11]([F:14])([F:13])[F:12])[CH:8]=[CH:7][N:6]=1.[F:19][C:20]1[CH:25]=[C:24](B2OC(C)(C)C(C)(C)O2)[CH:23]=[CH:22][C:21]=1[C:35]1[CH:36]=[N:37][C:38]([NH2:41])=[N:39][CH:40]=1>>[F:19][C:20]1[CH:25]=[C:24]([C:2]2[CH:18]=[CH:17][CH:16]=[CH:15][C:3]=2[O:4][C:5]2[N:10]=[C:9]([C:11]([F:14])([F:13])[F:12])[CH:8]=[CH:7][N:6]=2)[CH:23]=[CH:22][C:21]=1[C:35]1[CH:40]=[N:39][C:38]([NH2:41])=[N:37][CH:36]=1. Procedure details: The title compound was prepared in a manner similar to that described in Example 88 using 2-(2-bromophenoxy)-4-(trifluoromethyl)pyrimidine and 5-(2-fluoro-4-(4,4,5,5-tetramethyl-1,3,2-dioxaborolan-2-yl)phenyl)pyrimidin-2-amine. MS (ESI): mass calcd. for C21H13F4N5O, 427.11; m/z found, 428.0 [M+H]+. 1H NMR (400 MHz, DMSO-d6) δ 8.93 (d, J=4.9, 1H), 8.41 (d, J=1.4, 2H), 7.69 (d, J=4.9, 1H), 7.60-7.57 (m, 1H), 7.55-7.50 (m, 2H), 7.46-7.38 (m, 2H), 7.35-7.29 (m, 2H), 6.88 (s, 2H). Reactants: NCC=1SC=CC1 (2-aminomethylthiophene), C(=S)(N1C=NC=C1)N1C=NC=C1 (1,1'-thiocarbonyldiimidazole), COC(CN)OC (aminoacetaldehyde dimethyl acetal). The solvent is C1(=CC=CC=C1)C (toluene). Reaction conditions: temperature 80 celsius, time 4 hour. Yields the product S1C(=CC=C1)CN1C(NC=C1)=S (1,3-Dihydro-1-(2-thienylmethyl)-2H-imidazole-2-thione). Reaction SMILES: [NH2:1][CH2:2][C:3]1[S:4][CH:5]=[CH:6][CH:7]=1.[C:8](N1C=CN=C1)([N:10]1[CH:14]=[CH:13]N=C1)=[S:9].COC(OC)CN>C1(C)C=CC=CC=1>[S:4]1[CH:5]=[CH:6][CH:7]=[C:3]1[CH2:2][N:1]1[CH:13]=[CH:14][NH:10][C:8]1=[S:9]. Procedure: Under a blanket of nitrogen, 11.3 g (0.1 mol) 2-aminomethylthiophene is added to 19.6 g (0.11 mol) 1,1'-thiocarbonyldiimidazole in 200 ml anhydrous toluene at 0° C. the reaction is held at 0° C. for 4 hours. Then 10.5 g (0.1 mol) aminoacetaldehyde dimethyl acetal is added and the reaction is warmed at 80° C. for 2 hours. The toluene is removed and the residue dissolved in 100 ml ethanol, 15 ml water and 15 ml concentrated HCl. The mixture is refluxed 5 hours, cooled and poured into 1 L ice. Afte...